This data is from the Open Reaction Database (ORD), a public repository of structured organic reaction records. The task is: describe an organic reaction: reactants, conditions, products, and yield The reactants are COC(=O)CBr, O=C([O-])[O-], CC(C)=O, [K+], [K+], O, O=Cc1cccc(O)c1. The product is COC(=O)COc1cccc(C=O)c1. RXN SMILES: [Br:16][CH2:17][C:18](=[O:19])[O:20][CH3:21].[C:1](=[O:2])([O-:3])[O-:4].[CH3:23][C:24](=[O:25])[CH3:26].[K+:5].[K+:6].[OH2:22].[OH:7][c:8]1[cH:9][c:10]([CH:11]=[O:12])[cH:13][cH:14][cH:15]1>>[O:7]([c:8]1[cH:9][c:10]([CH:11]=[O:12])[cH:13][cH:14][cH:15]1)[CH2:17][C:18](=[O:19])[O:20][CH3:21]. Yields the product CC(C)C1(C)C(=O)NC2c3ccccc3C(=O)N21. RXN SMILES: [CH3:22][C:23](=[O:24])[OH:25].[CH:1]([CH3:2])([CH3:3])[C:4]1([CH3:18])[C:5](=[O:17])[N:6]=[C:7]2[N:8]1[C:9](=[O:16])[c:10]1[cH:11][cH:12][cH:13][cH:14][c:15]12.[H:20][H:21].[OH2:19]>>[CH:1]([CH3:2])([CH3:3])[C:4]1([CH3:18])[C:5](=[O:17])[NH:6][CH:7]2[N:8]1[C:9](=[O:16])[c:10]1[cH:11][cH:12][cH:13][cH:14][c:15]12. The reactants are CC(=O)O, CC(C)C1(C)C(=O)N=C2c3ccccc3C(=O)N21, [H][H], O. Starting materials: C(C)O (ethanol), OS(=O)(=O)O (H2SO4), BrC1=C(N)C=CC(=C1)C(C)C (2-bromo-4-isopropylaniline), N(=O)[O-].[Na+] (NaNO2). Reagents/catalysts: [Cu] (copper). Run in O (water). Conditions: temperature -5 celsius, time 15 minute. The product is BrC1=CC(=CC=C1)C(C)C (1-Bromo-3-isopropylbenzene). Reaction SMILES: C(O)C.OS(O)(=O)=O.[Br:9][C:10]1[CH:16]=[C:15]([CH:17]([CH3:19])[CH3:18])[CH:14]=[CH:13][C:11]=1N.N([O-])=O.[Na+]>O.[Cu]>[Br:9][C:10]1[CH:11]=[CH:13][CH:14]=[C:15]([CH:17]([CH3:19])[CH3:18])[CH:16]=1 |f:3.4|. Procedure details: To a mixture of 1000 ml of 96% ethanol and 94 ml of 98% H2SO4, 117 g (0.55 mol) of 2-bromo-4-isopropylaniline was added, while vigorously stirring, at −5° C. over 15 min. Then, a solution of 63 g of NaNO2 in 125 ml of water was added at this temperature over 1 h, and the resulting mixture was stirred for about 30 min longer. Then, 12 g of copper powder was added. The reaction mixture was refluxed for 4 h and then filtered through a glass frit (G3). The filtrate was poured into 2500 cm3 of cold w... The reactants are C#CCBr, CCN(C(C)C)C(C)C, CCOC(C)=O, Cc1ccccc1, Nc1ccc(F)cc1. Product: C#CCNc1ccc(F)cc1. RXN SMILES: [Br:9][CH2:10][C:11]#[CH:12].[CH2:13]([N:14]([CH:15]([CH3:16])[CH3:17])[CH:18]([CH3:19])[CH3:20])[CH3:21].[CH3:22][CH2:23][O:24][C:25](=[O:26])[CH3:27].[CH3:28][c:29]1[cH:30][cH:31][cH:32][cH:33][cH:34]1.[F:1][c:2]1[cH:3][cH:4][c:5]([NH2:8])[cH:6][cH:7]1>>[F:1][c:2]1[cH:3][cH:4][c:5]([NH:8][CH2:12][C:11]#[CH:10])[cH:6][cH:7]1. Reactants: CC(C)(C)O[K], C1CCOC1, Cl, N#Cc1ccc(C(F)(F)F)cc1F, Nc1cccnc1. The product is N#Cc1ccc(C(F)(F)F)cc1Nc1cccnc1. RXN SMILES: [C:1]([O:2][K:3])([CH3:4])([CH3:5])[CH3:6].[CH2:28]1[O:29][CH2:30][CH2:31][CH2:32]1.[ClH:27].[F:7][c:8]1[c:9]([C:10]#[N:11])[cH:12][cH:13][c:14]([C:16]([F:17])([F:18])[F:19])[cH:15]1.[n:20]1[cH:21][c:22]([NH2:26])[cH:23][cH:24][cH:25]1>>[c:8]1([NH:26][c:22]2[cH:21][n:20][cH:25][cH:24][cH:23]2)[c:9]([C:10]#[N:11])[cH:12][cH:13][c:14]([C:16]([F:17])([F:18])[F:19])[cH:15]1. Starting materials: ClC=1C=C2C(=C(N(C(C2=CC1)=O)CC1=CC=C(C=C1)S(=O)(=O)C)C=O)C1=CC=CC=C1 (6-chloro-2-(4-methanesulfonylbenzyl)-1-oxo-4-phenyl-1,2-dihydroisoquinoline-3-carbaldehyde), C(CC)[Mg]Cl (propyl magnesium chloride), C(C)(=O)OCC.C(C)(C)OC(C)C (ethyl acetate diisopropyl ether). Solvent: C(C)OCC (diethyl ether). Yields the product ClC=1C=C2C(=C(N(C(C2=CC1)=O)CC1=CC=C(C=C1)S(=O)(=O)C)C(CCC)O)C1=CC=CC=C1 (6-chloro-3-(1-hydroxybutyl)-2-(4-methanesulfonylbenzyl)-4-phenyl-2H-isoquinolin-1-one). As a reaction SMILES: [Cl:1][C:2]1[CH:3]=[C:4]2[C:9](=[CH:10][CH:11]=1)[C:8](=[O:12])[N:7]([CH2:13][C:14]1[CH:19]=[CH:18][C:17]([S:20]([CH3:23])(=[O:22])=[O:21])=[CH:16][CH:15]=1)[C:6]([CH:24]=[O:25])=[C:5]2[C:26]1[CH:31]=[CH:30][CH:29]=[CH:28][CH:27]=1.[CH2:32]([Mg]Cl)[CH2:33][CH3:34].C(OCC)(=O)C.C(OC(C)C)(C)C>C(OCC)C>[Cl:1][C:2]1[CH:3]=[C:4]2[C:9](=[CH:10][CH:11]=1)[C:8](=[O:12])[N:7]([CH2:13][C:14]1[CH:15]=[CH:16][C:17]([S:20]([CH3:23])(=[O:21])=[O:22])=[CH:18][CH:19]=1)[C:6]([CH:24]([OH:25])[CH2:32][CH2:33][CH3:34])=[C:5]2[C:26]1[CH:27]=[CH:28][CH:29]=[CH:30][CH:31]=1 |f:2.3|. Reported procedure: In the same manner as in Example 313, the title compound was synthesized using 6-chloro-2-(4-methanesulfonylbenzyl)-1-oxo-4-phenyl-1,2-dihydroisoquinoline-3-carbaldehyde and a solution (2M) of propyl magnesium chloride in diethyl ether. Crystals (ethyl acetate-diisopropyl ether).